Dataset: the Open Reaction Database (ORD), a public repository of structured organic reaction records. Task: describe an organic reaction: reactants, conditions, products, and yield Starting materials: [Al], C1COCCN1, COc1cc(C=C2SC(SC)=NC2=O)ccc1Oc1ccc(C#N)cc1C(F)(F)F, CC#N. The product is COc1cc(C=C2SC(N3CCOCC3)=NC2=O)ccc1Oc1ccc(C#N)cc1C(F)(F)F. As a reaction SMILES: [Al:37].[CH2:31]1[CH2:32][O:33][CH2:34][CH2:35][NH:36]1.[CH3:1][O:2][c:3]1[c:4]([O:5][c:6]2[c:7]([C:14]([F:15])([F:16])[F:17])[cH:8][c:9]([C:10]#[N:11])[cH:12][cH:13]2)[cH:18][cH:19][c:20]([CH:22]=[C:23]2[C:24](=[O:30])[N:25]=[C:26]([S:28][CH3:29])[S:27]2)[cH:21]1.[CH3:38][C:39]#[N:40]>>[CH3:1][O:2][c:3]1[c:4]([O:5][c:6]2[c:7]([C:14]([F:15])([F:16])[F:17])[cH:8][c:9]([C:10]#[N:11])[cH:12][cH:13]2)[cH:18][cH:19][c:20]([CH:22]=[C:23]2[C:24](=[O:30])[N:25]=[C:26]([N:36]3[CH2:31][CH2:32][O:33][CH2:34][CH2:35]3)[S:27]2)[cH:21]1. The reactants are C(C)NCC (diethylamine), II (iodine), C[Si](C)(C)I (trimethylsilyl iodide), C(C1=CC=CC=C1)[C@]1(N=C([C@@H](N=C1OCC)C(C)C)OC)C ((2R,5S)-2-benzyl-2,5-dihydro-3-ethoxy-5-isopropyl-6-methoxy-2-methylpyrazine). Solvent: C(C)O (ethanol), ClCCl (dichloromethane). Reaction conditions: temperature -10 celsius, time 3 hour. Yields the product C(C1=CC=CC=C1)[C@]1(NC([C@@H](N=C1OCC)C(C)C)=O)C ((2R,5S)-2-benzyl-3-ethoxy-5-isopropyl-1,2,5,6-tetrahydro-2-methyl-6-pyrazinone). The yield is 101.4%. Reaction SMILES: [CH2:1]([C@:8]1([CH3:22])[C:13]([O:14][CH2:15][CH3:16])=[N:12][C@@H:11]([CH:17]([CH3:19])[CH3:18])[C:10]([O:20]C)=[N:9]1)[C:2]1[CH:7]=[CH:6][CH:5]=[CH:4][CH:3]=1.II.C[Si](I)(C)C.C(NCC)C>ClCCl.C(O)C>[CH2:1]([C@:8]1([CH3:22])[C:13]([O:14][CH2:15][CH3:16])=[N:12][C@@H:11]([CH:17]([CH3:18])[CH3:19])[C:10](=[O:20])[NH:9]1)[C:2]1[CH:3]=[CH:4][CH:5]=[CH:6][CH:7]=1. Procedure: 0.3 g of (2R,5S)-2-benzyl-2,5-dihydro-3-ethoxy-5-isopropyl-6-methoxy-2-methylpyrazine was dissolved in 15 ml of absolute dichloromethane and cooled under argon to -10° C. Then 25 mg of iodine and 0.16 ml of trimethylsilyl iodide were added. After 3 h, the solution was allowed to warm to room temperature and was stirred at 22° C. for 14 h. 5 ml of ethanol and 5 ml of diethylamine were added and the mixture was then evaporated under reduced pressure and the residue was chromatographed on silica ge...